This data is from the Open Reaction Database (ORD), a public repository of structured organic reaction records. The task is: describe an organic reaction: reactants, conditions, products, and yield The reactants are FC1=CC=CC(=C1C1=CC(=CC=C1)C)[C@@H]([C@H]1CN(CCO1)C(=O)OC(C)(C)C)OCCOS(=O)(=O)C ((R)-tert-butyl 2-((S)-(6-fluoro-3′-methylbiphenyl-2-yl)(2-(methylsulfonyloxy)ethoxy)methyl)morpholine-4-carboxylate), [N-]=[N+]=[N-].[Na+] (NaN3). The solvent is CCOC(=O)C (EtOAc), O (water), CN(C)C=O (DMF). Conditions: temperature 70 celsius. The product is N(=[N+]=[N-])CCO[C@H]([C@H]1CN(CCO1)C(=O)OC(C)(C)C)C1=C(C(=CC=C1)F)C1=CC(=CC=C1)C ((R)-tert-butyl 2-((S)-(2-azidoethoxy)(6-fluoro-3′-methylbiphenyl-2-yl)methyl)morpholine-4-carboxylate). The yield is 89.9%. RXN SMILES: [F:1][C:2]1[C:7]([C:8]2[CH:13]=[CH:12][CH:11]=[C:10]([CH3:14])[CH:9]=2)=[C:6]([C@H:15]([O:29][CH2:30][CH2:31]OS(C)(=O)=O)[C@@H:16]2[O:21][CH2:20][CH2:19][N:18]([C:22]([O:24][C:25]([CH3:28])([CH3:27])[CH3:26])=[O:23])[CH2:17]2)[CH:5]=[CH:4][CH:3]=1.[N-:37]=[N+:38]=[N-:39].[Na+]>CN(C=O)C.CCOC(C)=O.O>[N:37]([CH2:31][CH2:30][O:29][C@@H:15]([C:6]1[CH:5]=[CH:4][CH:3]=[C:2]([F:1])[C:7]=1[C:8]1[CH:13]=[CH:12][CH:11]=[C:10]([CH3:14])[CH:9]=1)[C@@H:16]1[O:21][CH2:20][CH2:19][N:18]([C:22]([O:24][C:25]([CH3:27])([CH3:26])[CH3:28])=[O:23])[CH2:17]1)=[N+:38]=[N-:39] |f:1.2|. Procedure details: To a solution of (R)-tert-butyl 2-((S)-(6-fluoro-3′-methylbiphenyl-2-yl)(2-(methylsulfonyloxy)ethoxy)methyl)morpholine-4-carboxylate (554 mg, 1.0 mmol) in anhydrous DMF (18 mL), solid NaN3 (230 mg, 3.51 mmol) was added and the reaction mixture was heated to 70° C. for overnight. The reaction mixture was cooled to rt and diluted with EtOAc (110 mL), and water (30 ml). The organic phase was washed with water (3×30 mL), dried over Na2SO4 and evaporated to give (R)-tert-butyl 2-((S)-(2-azidoethoxy)(...